From a dataset of the Open Reaction Database (ORD), a public repository of structured organic reaction records. describe an organic reaction: reactants, conditions, products, and yield The reactants are COC(=O)CSC=1SC(=CC1[N+](=O)[O-])C(=O)OC (2-methoxycarbonylmethylthio-5-methoxycarbonyl-3-nitrothiophene). The reagents and catalysts are [Fe] (iron). Solvent: C(C)(=O)O (acetic acid), O (water). Run at temperature 80 celsius, time 3 hour. Product: COC(=O)C1=CC2=C(SCC(N2)=O)S1 (2,3-dihydro-6-methoxycarbonyl-2-oxothieno[2,3-b][1,4] thiazine). Isolated yield 54.1%. RXN SMILES: C[O:2][C:3]([CH2:5][S:6][C:7]1[S:8][C:9]([C:15]([O:17][CH3:18])=[O:16])=[CH:10][C:11]=1[N+:12]([O-])=O)=O>C(O)(=O)C.O.[Fe]>[CH3:18][O:17][C:15]([C:9]1[S:8][C:7]2[S:6][CH2:5][C:3](=[O:2])[NH:12][C:11]=2[CH:10]=1)=[O:16]. Procedure details: To a solution of 2-methoxycarbonylmethylthio-5-methoxycarbonyl-3-nitrothiophene (26.1 g) in acetic acid (360 ml) and water (36 ml) was added portionwise iron (36.5 g) at 80° C. After stirring for 3 hours at 80° C., the hot reaction mixture was filtered and the filtrate was poured into ice-water. The resulting precipitate was collected by filtration and washed with water to give 2,3-dihydro-6-methoxycarbonyl-2-oxothieno[2,3-b][1,4] thiazine (11.12 g).